Dataset: the Open Reaction Database (ORD), a public repository of structured organic reaction records. Task: describe an organic reaction: reactants, conditions, products, and yield Reactants: ClC=1C=C2C(=NC1)C=CC1=C(C2=O)C=C(C=C1)CS(=O)(=O)N(C1=CC=CC=C1)C (1-(3-Chloro-5-oxo-5H-benzo[4,5]cyclohepta[1,2-b]pyridin-7-yl)-N-methyl-N-phenylmethanesulfonamide), F[B-](F)(F)F.C(C)(C)(C)[PH+](C(C)(C)C)C(C)(C)C (tri-t-butylphosphonium tetrafluoroborate), CN1N=CC(=C1)B1OC(C(O1)(C)C)(C)C (1-methyl-4-(4,4,5,5-tetramethyl-1,3,2-dioxaborolan-2-yl)-1H pyrazole), [F-].[K+] (potassium fluoride). Yields the product CN(S(=O)(=O)CC=1C=CC2=C(C(C=3C(=NC=C(C3)C=3C=NN(C3)C)C=C2)=O)C1)C1=CC=CC=C1 (N-methyl-1-[3-(1-methyl-1H-pyrazol-4-yl)-5-oxo-5H-benzo[4,5]cyclohepta[1,2-b]pyridin-7-yl]-N-phenylmethanesulfonamide). Procedure: 1-(3-Chloro-5-oxo-5H-benzo[4,5]cyclohepta[1,2-b]pyridin-7-yl)-N-methyl-N-phenylmethanesulfonamide (4.4 g, 10.36 mmol), 1-methyl-4-(4,4,5,5-tetramethyl-1,3,2-dioxaborolan-2-yl)-1H pyrazole (2.59 g, 12.43 mmol), potassium fluoride (1.985 g, 34.2 mmol), tri-t-butylphosphonium tetrafluoroborate (0.270 g, 0.932 mmol), and Pd2(dba)3 (0.379 g, 0.414 mmol) were combined as solids and placed under a nitrogen atmosphere. DMF (104 ml) was added, the mixture was degassed, and then the reaction was heated to... RXN SMILES: Cl[C:2]1[CH:3]=[C:4]2[C:12](=[O:13])[C:11]3[CH:14]=[C:15]([CH2:18][S:19]([N:22]([CH3:29])[C:23]4[CH:28]=[CH:27][CH:26]=[CH:25][CH:24]=4)(=[O:21])=[O:20])[CH:16]=[CH:17][C:10]=3[CH:9]=[CH:8][C:5]2=[N:6][CH:7]=1.[CH3:30][N:31]1[CH:35]=[C:34](B2OC(C)(C)C(C)(C)O2)[CH:33]=[N:32]1.[F-].[K+].F[B-](F)(F)F.C([PH+](C(C)(C)C)C(C)(C)C)(C)(C)C>C1C=CC(/C=C/C(/C=C/C2C=CC=CC=2)=O)=CC=1.C1C=CC(/C=C/C(/C=C/C2C=CC=CC=2)=O)=CC=1.C1C=CC(/C=C/C(/C=C/C2C=CC=CC=2)=O)=CC=1.[Pd].[Pd].CN(C=O)C>[CH3:29][N:22]([C:23]1[CH:28]=[CH:27][CH:26]=[CH:25][CH:24]=1)[S:19]([CH2:18][C:15]1[CH:16]=[CH:17][C:10]2[CH:9]=[CH:8][C:5]3=[N:6][CH:7]=[C:2]([C:34]4[CH:33]=[N:32][N:31]([CH3:30])[CH:35]=4)[CH:3]=[C:4]3[C:12](=[O:13])[C:11]=2[CH:14]=1)(=[O:21])=[O:20] |f:2.3,4.5,6.7.8.9.10|. The solvent is CN(C)C=O (DMF). Reagents/catalysts: C=1C=CC(=CC1)/C=C/C(=O)/C=C/C2=CC=CC=C2.C=1C=CC(=CC1)/C=C/C(=O)/C=C/C2=CC=CC=C2.C=1C=CC(=CC1)/C=C/C(=O)/C=C/C2=CC=CC=C2.[Pd].[Pd] (Pd2(dba)3). Reaction conditions: temperature 130 celsius, time 2 hour. The reactants are [H-].[Al+3].[Li+].[H-].[H-].[H-] (lithium aluminum hydride), O (Water), C1CC[C@@H]2N1C1=CC=CC=C1NC2=O ((3aS)-1,2,3,3a,4,5-hexahydro-pyrrolo[1,2-a]quinoxalin-4-one), C(C)(=O)OCC (ethyl acetate). The solvent is O1CCCC1 (tetrahydrofuran), O1CCCC1 (tetrahydrofuran). Reaction conditions: time 15 hour. Yields the product C1CC[C@@H]2N1C1=CC=CC=C1NC2 ((3aS)-1,2,3,3a,4,5-Hexahydro-Pyrrolo[1,2-a]Quinoxaline). Isolated yield 98.7%. RXN SMILES: [CH2:1]1[N:5]2[C:6]3[C:11]([NH:12][C:13](=O)[C@@H:4]2[CH2:3][CH2:2]1)=[CH:10][CH:9]=[CH:8][CH:7]=3.[H-].[Al+3].[Li+].[H-].[H-].[H-].C(OCC)(=O)C.O>O1CCCC1>[CH2:1]1[N:5]2[C:6]3[C:11]([NH:12][CH2:13][C@@H:4]2[CH2:3][CH2:2]1)=[CH:10][CH:9]=[CH:8][CH:7]=3 |f:1.2.3.4.5.6|. Procedure: A solution of 1.04 g of (3aS)-1,2,3,3a,4,5-hexahydro-pyrrolo[1,2-a]quinoxalin-4-one prepared in Reference Example 9 in 30 ml of anhydrous tetrahydrofuran was dropwise added, with ice-cooling, to a suspension of 0.53 g of lithium aluminum hydride in 30 ml of anhydrous tetrahydrofuran over 30 minutes. After the dropwise addition, the mixture was refluxed with heating for 2 hours. The reaction solution was ice-cooled, then 100 ml of ethyl acetate was gradually added thereto and the mixture was furt... Reactants: CC(=O)Cl, Nc1cn2nc(Oc3cccc(NC(=O)c4cccc(C(F)(F)F)c4)c3)ccc2n1, c1ccncc1. Yields the product CC(=O)Nc1cn2nc(Oc3cccc(NC(=O)c4cccc(C(F)(F)F)c4)c3)ccc2n1. RXN SMILES: [CH3:31][C:32]([Cl:33])=[O:34].[NH2:1][c:2]1[n:3][c:4]2[n:5]([n:6][c:7]([O:10][c:11]3[cH:12][c:13]([NH:17][C:18]([c:19]4[cH:20][c:21]([C:25]([F:26])([F:27])[F:28])[cH:22][cH:23][cH:24]4)=[O:29])[cH:14][cH:15][cH:16]3)[cH:8][cH:9]2)[cH:30]1.[cH:35]1[cH:36][cH:37][n:38][cH:39][cH:40]1>>[NH:1]([c:2]1[n:3][c:4]2[n:5]([n:6][c:7]([O:10][c:11]3[cH:12][c:13]([NH:17][C:18]([c:19]4[cH:20][c:21]([C:25]([F:26])([F:27])[F:28])[cH:22][cH:23][cH:24]4)=[O:29])[cH:14][cH:15][cH:16]3)[cH:8][cH:9]2)[cH:30]1)[C:32]([CH3:31])=[O:34]. Reactants: O1C(OCCC1)C=1C=CC(=NC1)C1=CC2=NC=CC(=C2S1)OC1=C(C=C(N)C=C1)F (4-(2-(5-(1,3-dioxan-2-yl)pyridin-2-yl)thieno[3,2-b]pyridin-7-yloxy)-3-fluoroaniline), FC1=CC=C(C=C1)CC(=O)N=C=S (2-(4-fluorophenyl)acetyl isothiocyanate). The solvent is C1(=CC=CC=C1)C (toluene), C(C)O (ethanol), C1(=CC=CC=C1)C (toluene), C(C)O (ethanol). Run at time 1 hour. The product is O1C(OCCC1)C=1C=CC(=NC1)C1=CC2=NC=CC(=C2S1)OC1=C(C=C(C=C1)NC(=S)NC(CC1=CC=C(C=C1)F)=O)F (N-(4-(2-(5-(1,3-Dioxan-2-yl)pyridin-2-yl)thieno[3,2-b]pyridin-7-yloxy)-3-fluorophenylcarbamothioyl)-2-(4-fluorophenyl)acetamide). Yield: 74.6%. As a reaction SMILES: [F:1][C:2]1[CH:7]=[CH:6][C:5]([CH2:8][C:9]([N:11]=[C:12]=[S:13])=[O:10])=[CH:4][CH:3]=1.[O:14]1[CH2:19][CH2:18][CH2:17][O:16][CH:15]1[C:20]1[CH:21]=[CH:22][C:23]([C:26]2[S:34][C:33]3[C:28](=[N:29][CH:30]=[CH:31][C:32]=3[O:35][C:36]3[CH:42]=[CH:41][C:39]([NH2:40])=[CH:38][C:37]=3[F:43])[CH:27]=2)=[N:24][CH:25]=1>C1(C)C=CC=CC=1.C(O)C>[O:14]1[CH2:19][CH2:18][CH2:17][O:16][CH:15]1[C:20]1[CH:21]=[CH:22][C:23]([C:26]2[S:34][C:33]3[C:28](=[N:29][CH:30]=[CH:31][C:32]=3[O:35][C:36]3[CH:42]=[CH:41][C:39]([NH:40][C:12]([NH:11][C:9](=[O:10])[CH2:8][C:5]4[CH:4]=[CH:3][C:2]([F:1])=[CH:7][CH:6]=4)=[S:13])=[CH:38][C:37]=3[F:43])[CH:27]=2)=[N:24][CH:25]=1. Procedure: To a solution of 2 (2.69 g, 13.80 mmol) in toluene (16.5 mL) and ethanol (16.5 mL) was added a suspension of 31 (4.87 g, 11.50 mmol) in toluene (41 mL) and ethanol (41 mL). The mixture was stirred for 1 h at room temperature and concentrated under reduced pressure. The residue was purified by flash column chromatography (eluent EtOAc/MeOH, 98/2) to afford intermediate 32 (5.31 g, 8.58 mmol, 74% yield) as a beige solid. MS (m/z): 619.2 (M+H). 1H NMR (400 MHz, DMSO-d6) δ (ppm): 12.47 (s, 1H), 11.8... Reactants: O=C([O-])O, CC(=O)N1CCNCC1, CS(C)=O, CCOC(=O)c1cn(CC)c2nc(Cl)ncc2c1=O, [Na+]. The product is CCOC(=O)c1cn(CC)c2nc(N3CCN(C(C)=O)CC3)ncc2c1=O. RXN SMILES: [C:20](=[O:21])([OH:22])[O-:23].[C:25]([CH3:26])(=[O:27])[N:28]1[CH2:29][CH2:30][NH:31][CH2:32][CH2:33]1.[CH3:34][S:35](=[O:36])[CH3:37].[Cl:1][c:2]1[n:3][cH:4][c:5]2[c:6]([n:7]1)[n:8]([CH2:18][CH3:19])[cH:9][c:10]([C:13](=[O:14])[O:15][CH2:16][CH3:17])[c:11]2=[O:12].[Na+:24]>>[c:2]1([N:31]2[CH2:30][CH2:29][N:28]([C:25]([CH3:26])=[O:27])[CH2:33][CH2:32]2)[n:3][cH:4][c:5]2[c:6]([n:7]1)[n:8]([CH2:18][CH3:19])[cH:9][c:10]([C:13](=[O:14])[O:15][CH2:16][CH3:17])[c:11]2=[O:12]. Starting materials: [Mg+]Cc1ccccc1, C1CCOC1, [Cl-], N#Cc1ccc(C2OCCO2)cc1. Product: O=C(Cc1ccccc1)c1ccc(C2OCCO2)cc1. Reaction SMILES: [CH2:15]([c:16]1[cH:17][cH:18][cH:19][cH:20][cH:21]1)[Mg+:22].[CH2:23]1[CH2:26][CH2:25][CH2:24][O:27]1.[Cl-:14].[O:1]1[CH:2]([c:6]2[cH:7][cH:8][c:9]([C:10]#[N:11])[cH:12][cH:13]2)[O:3][CH2:4][CH2:5]1>>[O:1]1[CH:2]([c:6]2[cH:7][cH:8][c:9]([C:10]([CH2:15][c:16]3[cH:17][cH:18][cH:19][cH:20][cH:21]3)=[O:27])[cH:12][cH:13]2)[O:3][CH2:4][CH2:5]1. The reactants are Cc1cc(Br)cc2c(-c3cccc(F)c3)n[nH]c12, CN(C)C=O, CCOC(C)=O, [Cl-], [H-], [Na+], O, c1ccc(C(c2ccccc2)c2ccccc2)cc1. Product: Cc1cc(Br)cc2c(-c3cccc(F)c3)nn(C(c3ccccc3)(c3ccccc3)c3ccccc3)c12. RXN SMILES: [Br:1][c:2]1[cH:3][c:4]2[c:5](-[c:12]3[cH:13][c:14]([F:18])[cH:15][cH:16][cH:17]3)[n:6][nH:7][c:8]2[c:9]([CH3:11])[cH:10]1.[CH3:42][N:43]([CH3:44])[CH:45]=[O:46].[CH3:47][CH2:48][O:49][C:50](=[O:51])[CH3:52].[Cl-:21].[H-:19].[Na+:20].[OH2:41].[c:22]1([CH:28]([c:29]2[cH:30][cH:31][cH:32][cH:33][cH:34]2)[c:35]2[cH:36][cH:37][cH:38][cH:39][cH:40]2)[cH:23][cH:24][cH:25][cH:26][cH:27]1>>[Br:1][c:2]1[cH:3][c:4]2[c:5](-[c:12]3[cH:13][c:14]([F:18])[cH:15][cH:16][cH:17]3)[n:6][n:7]([C:28]([c:22]3[cH:23][cH:24][cH:25][cH:26][cH:27]3)([c:29]3[cH:30][cH:31][cH:32][cH:33][cH:34]3)[c:35]3[cH:36][cH:37][cH:38][cH:39][cH:40]3)[c:8]2[c:9]([CH3:11])[cH:10]1. Reactants: OC[C@H](O)[C@@H](O)[C@H](O)[C@H](O)CO (D-sorbitol), ( OD600 ), OCC(=O)[C@@H](O)[C@H](O)[C@@H](O)CO (L-sorbose), C(=O)([O-])[O-].[Ca+2] (CaCO3). Reaction conditions: time 20 hour. The product is OC=1[C@H](OC(C1O)=O)[C@H](CO)O (Vitamin C). Reaction SMILES: [OH:1][CH2:2][C@@H:3]([C@H:5]([C@@H:7]([C@@H:9]([CH2:11][OH:12])[OH:10])[OH:8])[OH:6])[OH:4].OCC([C@H]([C@@H]([C@H](CO)O)O)O)=O.C([O-])([O-])=O.[Ca+2]>>[OH:8][C:7]1[C@@H:5]([C@@H:3]([OH:4])[CH2:2][OH:1])[O:6][C:11](=[O:12])[C:9]=1[OH:10] |f:2.3|. Procedure: A series of resting cell reactions (0.5 ml reaction mixture in 5 ml reaction tube) was carried out with 2% D-sorbitol or with 2% L-sorbose, and all reaction mixtures further contained 0.3% NaC1, 1% CaCO3 and cells at a final concentration of 5 absorbance units at 600 nanometers (OD600). After 20 h incubation time, G. oxydans DSM 17078 produced 270 mg/l or 670 mg/l of Vitamin C, respectively from 2% D-sorbitol or 2% L-sorbose, respectively. In comparison, strain G. oxydans DSM 17078-dSMS 05 produ...